Dataset: the Open Reaction Database (ORD), a public repository of structured organic reaction records. Task: describe an organic reaction: reactants, conditions, products, and yield Starting materials: C1=CC=C(C(=C1)C(C2=CC=C(C=C2)O)C3=CC=C(C=C3)O)C(=O)O (phenolphthalin), ice water, S(O)(O)(=O)=O (sulfuric acid), 1L. The solvent is O (water). Yields the product C=1OC=C2C=CC=CC12 (Isobenzofuran). RXN SMILES: [CH:1]1[CH:6]=[C:5]([CH:7](C2C=CC(O)=CC=2)C2C=CC(O)=CC=2)[C:4]([C:22]([OH:24])=O)=[CH:3][CH:2]=1.S(=O)(=O)(O)O>O>[CH:22]1[O:24][CH:7]=[C:5]2[C:4]=1[CH:3]=[CH:2][CH:1]=[CH:6]2. Procedure: To a dry 250 mL round bottom flask equipped with a mechanical stirrer containing 20 g (0.062 mol) of phenolphthalin at 0° C. was added, with stirring, 25 mL of conc. sulfuric acid (cooled to 0° C.) This mixture was stirred slowly for 2-3 min. and poured into a 1L beaker containing 600 mL of ice-water. To retrieve the remaining solids there was added cold water (~20-30 mL×4) while a spatula was used to scrape out the remainder. The solids were combined. The green solid was then filtered, washed w... The reactants are C(C1=CC=CC=C1)OC1=C(C=C(C=O)C=C1)OC (4-benzyloxy-3-methoxybenzaldehyde), O=C(CP(OC)(OC)=O)CCCCCC (dimethyl 2-oxooctylphosphonate). Yields the product C(C1=CC=CC=C1)OC1=C(C=C(C=C1)C=CC(CCCCCC)=O)OC (1-(4-benzyloxy-3-methoxyphenyl)-1-nonen-3-one). Isolated yield 72.7%. RXN SMILES: [CH2:1]([O:8][C:9]1[CH:16]=[CH:15][C:12]([CH:13]=O)=[CH:11][C:10]=1[O:17][CH3:18])[C:2]1[CH:7]=[CH:6][CH:5]=[CH:4][CH:3]=1.[O:19]=[C:20]([CH2:28][CH2:29][CH2:30][CH2:31][CH2:32][CH3:33])[CH2:21]P(=O)(OC)OC>>[CH2:1]([O:8][C:9]1[CH:16]=[CH:15][C:12]([CH:13]=[CH:21][C:20](=[O:19])[CH2:28][CH2:29][CH2:30][CH2:31][CH2:32][CH3:33])=[CH:11][C:10]=1[O:17][CH3:18])[C:2]1[CH:7]=[CH:6][CH:5]=[CH:4][CH:3]=1. Procedure details: By following the procedure as in Reference Example 1(a) using 1.2 g of 4-benzyloxy-3-methoxybenzaldehyde and 1.53 g of dimethyl 2-oxooctylphosphonate, 1.27 g of 1-(4-benzyloxy-3-methoxyphenyl)-1-nonen-3-one was obtained. Melting point 78°-81° C. Starting materials: CC(O)(CN1CCN(N=Cc2ccc(C(F)(F)F)cc2)CC1)Cn1cc([N+](=O)[O-])nc1Cl, [H-], [Na+], CN(C)C=O, O. The product is CC1(CN2CCN(N=Cc3ccc(C(F)(F)F)cc3)CC2)Cn2cc([N+](=O)[O-])nc2O1. RXN SMILES: [Cl:1][c:2]1[n:3]([CH2:10][C:11]([CH2:12][N:13]2[CH2:14][CH2:15][N:16]([N:19]=[CH:20][c:21]3[cH:22][cH:23][c:24]([C:27]([F:28])([F:29])[F:30])[cH:25][cH:26]3)[CH2:17][CH2:18]2)([OH:31])[CH3:32])[cH:4][c:5]([N+:7](=[O:8])[O-:9])[n:6]1.[H-:38].[Na+:39].[O:33]=[CH:34][N:35]([CH3:36])[CH3:37].[OH2:40]>>[c:2]12[n:3]([cH:4][c:5]([N+:7](=[O:8])[O-:9])[n:6]1)[CH2:10][C:11]([CH2:12][N:13]1[CH2:14][CH2:15][N:16]([N:19]=[CH:20][c:21]3[cH:22][cH:23][c:24]([C:27]([F:28])([F:29])[F:30])[cH:25][cH:26]3)[CH2:17][CH2:18]1)([CH3:32])[O:31]2. The reactants are O (water), FC=1C=CC=2N(C1)C=NC2C=2N=C1C(=NC2)N(C=C1C=O)COCC[Si](C)(C)C (2-(6-fluoro-imidazo[1,5-a]pyridin-1-yl)-5-(2-trimethylsilanylethoxymethyl)-5H-pyrrolo[2,3-b]pyrazine-7-carbaldehyde), Cl(=O)[O-].[Na+] (sodium chlorite), P(=O)(O)(O)[O-].[K+] (potassium dihydrogen phosphate), O (water), S(N)(O)(=O)=O (sulfamic acid). Solvent: C1CCOC1 (THF). Conditions: temperature 0 celsius, time 4 hour. Product: ClC1=NC(=C2N1C=C(C=C2)F)C=2N=C1C(=NC2)N(C=C1C(=O)O)COCC[Si](C)(C)C (2-(3-chloro-6-fluoro-imidazo[1,5-a]pyridin-1-yl)-5-(2-trimethylsilanylethoxymethyl)-5H-pyrrolo[2,3-b]pyrazine-7-carboxylic acid). As a reaction SMILES: [F:1][C:2]1[CH:3]=[CH:4][C:5]2[N:6]([CH:8]=[N:9][C:10]=2[C:11]2[N:12]=[C:13]3[C:19]([CH:20]=[O:21])=[CH:18][N:17]([CH2:22][O:23][CH2:24][CH2:25][Si:26]([CH3:29])([CH3:28])[CH3:27])[C:14]3=[N:15][CH:16]=2)[CH:7]=1.S(=O)(=O)(O)N.[Cl:35]([O-])=O.[Na+].P([O-])(O)(O)=O.[K+].[OH2:45]>C1COCC1>[Cl:35][C:8]1[N:6]2[CH:7]=[C:2]([F:1])[CH:3]=[CH:4][C:5]2=[C:10]([C:11]2[N:12]=[C:13]3[C:19]([C:20]([OH:21])=[O:45])=[CH:18][N:17]([CH2:22][O:23][CH2:24][CH2:25][Si:26]([CH3:29])([CH3:28])[CH3:27])[C:14]3=[N:15][CH:16]=2)[N:9]=1 |f:2.3,4.5|. Procedure: In a round-bottomed flask, 2-(6-fluoro-imidazo[1,5-a]pyridin-1-yl)-5-(2-trimethylsilanylethoxymethyl)-5H-pyrrolo[2,3-b]pyrazine-7-carbaldehyde (254 mg, 0.55 mmol) was suspended in THF (10 ml) and water (2 ml). The suspension was cooled to 0° C. and sulfamic acid (324 mg, 3.33 mmol) was added. Then, a solution of sodium chlorite (80%, 88 mg, 0.78 mmol) and potassium dihydrogen phosphate (907 mg, 6.67 mmol) in water (6 ml) was added dropwise over 10 min. After the addition was complete, the ice ba... Reaction SMILES: [Br:1][C:2]1[CH:9]=[C:8](F)[CH:7]=[CH:6][C:3]=1[C:4]#[N:5].[CH2:11]1[CH2:18][CH:17]([NH2:19])[C:15](=[O:16])[NH:14][CH2:13][CH2:12]1.Cl.CCN(C(C)C)C(C)C.O>CS(C)=O.CCOC(C)=O>[Br:1][C:2]1[CH:9]=[C:8]([NH:19][CH:17]2[CH2:18][CH2:11][CH2:12][CH2:13][NH:14][C:15]2=[O:16])[CH:7]=[CH:6][C:3]=1[C:4]#[N:5] |f:1.2|. Yield: 50.3%. The product is BrC1=C(C#N)C=CC(=C1)NC1C(NCCCC1)=O (2-bromo-4-(2-oxoazepan-3-ylamino)benzonitrile). Solvent: CCOC(=O)C (EtOAc), CS(=O)C (DMSO). Starting materials: O (Water), BrC1=C(C#N)C=CC(=C1)F (2-bromo-4-fluorobenzonitrile), C1CCNC(=O)C(C1)N.Cl (DL-α-amino-ε-caprolactam hydrochloride), CCN(C(C)C)C(C)C (DIEA). Procedure details: A solution of 2-bromo-4-fluorobenzonitrile (200 mg, 1.00 mmol), DL-α-amino-ε-caprolactam hydrochloride (173 mg, 1.05 mmol) and DIEA (0.620 mL, 3.56 mmol) in DMSO (3 mL) was stirred at 120 C for 18 h. Water and EtOAc were added. The solid found between the bi-layer was collected by filtration to give 2-bromo-4-(2-oxoazepan-3-ylamino)benzonitrile (155 mg) The reactants are B, Cc1cc(C)n2nc(C=O)nc2n1, CNC, CO, COc1cc(OC)c(CCC2(C3CCCC3)CC(=O)CC(=O)O2)cc1Cl, Cl, O. Yields the product COc1cc(OC)c(CCC2(C3CCCC3)CC(=O)C(Cc3nc4nc(C)cc(C)n4n3)C(=O)O2)cc1Cl. As a reaction SMILES: [BH3:40].[CH3:27][c:28]1[n:29][c:30]2[n:31]([c:32]([CH3:34])[cH:33]1)[n:35][c:36]([CH:38]=[O:39])[n:37]2.[CH3:41][NH:42][CH3:43].[CH3:45][OH:46].[Cl:1][c:2]1[c:3]([O:25][CH3:26])[cH:4][c:5]([O:23][CH3:24])[c:6]([CH2:8][CH2:9][C:10]2([CH:18]3[CH2:19][CH2:20][CH2:21][CH2:22]3)[CH2:11][C:12](=[O:17])[CH2:13][C:14](=[O:16])[O:15]2)[cH:7]1.[ClH:44].[OH2:47]>>[Cl:1][c:2]1[c:3]([O:25][CH3:26])[cH:4][c:5]([O:23][CH3:24])[c:6]([CH2:8][CH2:9][C:10]2([CH:18]3[CH2:19][CH2:20][CH2:21][CH2:22]3)[CH2:11][C:12](=[O:17])[CH:13]([CH2:38][c:36]3[n:35][n:31]4[c:30]([n:29][c:28]([CH3:27])[cH:33][c:32]4[CH3:34])[n:37]3)[C:14](=[O:16])[O:15]2)[cH:7]1. Reactants: C(C)OC=1C=C(C(=C(C1)C(C=1N(C=C(N1)C1=C(C=CC=C1)C(C)=O)C(C1=CC=CC=C1)(C1=CC=CC=C1)C1=CC=CC=C1)NC1=CC=C(C=C1)C1=NOC(=N1)C)F)OC(C)C (1-(2-(2-((5-ethoxy-2-fluoro-3-isopropoxyphenyl)(4-(5-methyl-1,2,4-oxadiazol-3-yl)phenylamino)methyl)-1-trityl-1H-imidazol-4-yl)phenyl)ethanone), [BH4-].[Na+] (NaBH4). Solvent: CO (MeOH). Product: C(C)OC=1C=C(C(=C(C1)C(C=1N(C=C(N1)C1=C(C=CC=C1)C(C)O)C(C1=CC=CC=C1)(C1=CC=CC=C1)C1=CC=CC=C1)NC1=CC=C(C=C1)C1=NOC(=N1)C)F)OC(C)C (1-(2-(2-((5-ethoxy-2-fluoro-3-isopropoxyphenyl)(4-(5-methyl-1,2,4-oxadiazol-3-yl)phenylamino)methyl)-1-trityl-1H-imidazol-4-yl)phenyl)ethanol). The yield is 73.7%. As a reaction SMILES: [CH2:1]([O:3][C:4]1[CH:5]=[C:6]([O:58][CH:59]([CH3:61])[CH3:60])[C:7]([F:57])=[C:8]([CH:10]([NH:44][C:45]2[CH:50]=[CH:49][C:48]([C:51]3[N:55]=[C:54]([CH3:56])[O:53][N:52]=3)=[CH:47][CH:46]=2)[C:11]2[N:12]([C:25]([C:38]3[CH:43]=[CH:42][CH:41]=[CH:40][CH:39]=3)([C:32]3[CH:37]=[CH:36][CH:35]=[CH:34][CH:33]=3)[C:26]3[CH:31]=[CH:30][CH:29]=[CH:28][CH:27]=3)[CH:13]=[C:14]([C:16]3[CH:21]=[CH:20][CH:19]=[CH:18][C:17]=3[C:22](=[O:24])[CH3:23])[N:15]=2)[CH:9]=1)[CH3:2].[BH4-].[Na+]>CO>[CH2:1]([O:3][C:4]1[CH:5]=[C:6]([O:58][CH:59]([CH3:60])[CH3:61])[C:7]([F:57])=[C:8]([CH:10]([NH:44][C:45]2[CH:46]=[CH:47][C:48]([C:51]3[N:55]=[C:54]([CH3:56])[O:53][N:52]=3)=[CH:49][CH:50]=2)[C:11]2[N:12]([C:25]([C:32]3[CH:37]=[CH:36][CH:35]=[CH:34][CH:33]=3)([C:26]3[CH:31]=[CH:30][CH:29]=[CH:28][CH:27]=3)[C:38]3[CH:39]=[CH:40][CH:41]=[CH:42][CH:43]=3)[CH:13]=[C:14]([C:16]3[CH:21]=[CH:20][CH:19]=[CH:18][C:17]=3[CH:22]([OH:24])[CH3:23])[N:15]=2)[CH:9]=1)[CH3:2] |f:1.2|. Procedure details: A solution of Intermediate 111.1 (40 mg, 0.05 mmol) and NaBH4 (5 mg) in 1 mL MeOH was stirred for 0.5 h at rt. The reaction mixture was partitioned between EtOAc and H2O, the organic layer was collected, dried (Na2SO4), filtered and concentrated to afford 30 mg of Intermediate 111.2. LCMS (2 min gradient) RT=1.49 min, 814.4 (M+H).